The task is: describe an organic reaction: reactants, conditions, products, and yield. This data is from the Open Reaction Database (ORD), a public repository of structured organic reaction records. Reactants: C(=C/C)/P(OC(C)(C)C)(OC(C)(C)C)=O (Di-tert.-butyl cis-1-propenylphosphonate), CC(C)([O-])C.[K+] (potassium tert.-butoxide). Solvent: C(C)(C)(C)O (tert.-butyl alcohol). Conditions: time 6 hour. Product: C(=C\C)/P(OC(C)(C)C)(OC(C)(C)C)=O (di-tert.-butyl trans-1-propenylphosphonate). The yield is 80.0%. RXN SMILES: [CH:1](/[P:4](=[O:15])([O:10][C:11]([CH3:14])([CH3:13])[CH3:12])[O:5][C:6]([CH3:9])([CH3:8])[CH3:7])=[CH:2]/[CH3:3].CC(C)([O-])C.[K+]>C(O)(C)(C)C>[CH:1](/[P:4](=[O:15])([O:5][C:6]([CH3:9])([CH3:8])[CH3:7])[O:10][C:11]([CH3:12])([CH3:13])[CH3:14])=[CH:2]\[CH3:3] |f:1.2|. Procedure: (1)-1 Di-tert.-butyl cis-1-propenylphosphonate (15.0 g.) was added to a solution of potassium tert.-butoxide in tert.-butyl alcohol (K: 250 mg., tert.-C4H9OH: 150 ml.) and then the mixture was stirred for 6 hours at 55°-60° C. The resultant mixture was concentrated under reduced pressure and the residue was shaken with a mixture of ethyl acetate (400 ml.) and ice-water (100 ml.). The ethyl acetate layer was separated, washed with water (50 ml.), dried over magnesium sulfate and evaporated to dry... Reactants: [H-].[Al+3].[Li+].[H-].[H-].[H-] (lithium aluminum hydride), CC=1N=C(SC1C(=O)O)C1=CC=C(C=C1)C(F)(F)F (4-methyl-2-(4-trifluoromethyl-phenyl)-thiazole-5-carboxylic acid). Solvent: C1CCOC1 (THF). Run at temperature 5 celsius, time 3.5 hour. Yields the product CC=1N=C(SC1CO)C1=CC=C(C=C1)C(F)(F)F ([4-Methyl-2-(4-trifluoromethyl-phenyl)-thiazol-5-yl]-methanol). RXN SMILES: [H-].[Al+3].[Li+].[H-].[H-].[H-].[CH3:7][C:8]1[N:9]=[C:10]([C:16]2[CH:21]=[CH:20][C:19]([C:22]([F:25])([F:24])[F:23])=[CH:18][CH:17]=2)[S:11][C:12]=1[C:13](O)=[O:14]>C1COCC1>[CH3:7][C:8]1[N:9]=[C:10]([C:16]2[CH:17]=[CH:18][C:19]([C:22]([F:25])([F:23])[F:24])=[CH:20][CH:21]=2)[S:11][C:12]=1[CH2:13][OH:14] |f:0.1.2.3.4.5|. Reported procedure: Cool (0° C.) a solution of lithium aluminum hydride (10 mL, 1M in THF) and add a solution of 4-methyl-2-(4-trifluoromethyl-phenyl)-thiazole-5-carboxylic acid (Commercially available, 2.87 g, 10 mmol) in THF (20 mL). On complete addition, remove the cold bath and stir for 3.5 hrs. Cool this solution to 5° C., and then add water (0.25 mL), dropwise, followed by NaOH solution (0.25 mL, 5M in water) and water (0.5 mL). Dilute the resulting mixture with ethyl acetate and then filter through a pad of ...